From a dataset of the Open Reaction Database (ORD), a public repository of structured organic reaction records. describe an organic reaction: reactants, conditions, products, and yield Reactants: CCN, COCCOC, CN(C)C1Cc2cc3nc(Cl)n[n+]([O-])c3cc2C1. Yields the product CCNc1nc2cc3c(cc2[n+]([O-])n1)CC(N(C)C)C3. As a reaction SMILES: [CH3:1][CH2:2][NH2:3].[CH3:22][O:23][CH2:24][CH2:25][O:26][CH3:27].[Cl:4][c:5]1[n:6][n+:7]([O-:21])[c:8]2[c:9]([n:10]1)[cH:11][c:12]1[c:16]([cH:17]2)[CH2:15][CH:14]([N:18]([CH3:19])[CH3:20])[CH2:13]1>>[CH3:1][CH2:2][NH:3][c:5]1[n:6][n+:7]([O-:21])[c:8]2[c:9]([n:10]1)[cH:11][c:12]1[c:16]([cH:17]2)[CH2:15][CH:14]([N:18]([CH3:19])[CH3:20])[CH2:13]1. Starting materials: C(C)(=O)O[C@@]1([C@]2(C)[C@@H](CC1)[C@@H]1CC[C@H]3C[C@H](C[C@@H]([C@]3(C)[C@H]1CC2)C)O)CCC (17β-acetoxy-1α-methyl-17α-n-propyl-5α-androstan-3β-ol), COCOC (formaldehyde dimethylacetal), O=P12OP3(=O)OP(=O)(O1)OP(=O)(O2)O3 (phosphorus pentoxide). The solvent is ClCCl (dichloromethane). Reaction conditions: time 45 minute. Yields the product C(C)(=O)O[C@@]1([C@]2(C)[C@@H](CC1)[C@@H]1CC[C@H]3C[C@H](C[C@@H]([C@]3(C)[C@H]1CC2)C)OCOC)CCC (17β-acetoxy-3β-methoxymethoxy-1α-methyl-17α-n-propyl-5α-androstane). RXN SMILES: [C:1]([O:4][C@@:5]1([CH2:26][CH2:27][CH3:28])[CH2:10][CH2:9][C@H:8]2[C@H:11]3[C@H:21]([CH2:22][CH2:23][C@:6]12[CH3:7])[C@:19]1([CH3:20])[C@H:14]([CH2:15][C@@H:16]([OH:25])[CH2:17][C@@H:18]1[CH3:24])[CH2:13][CH2:12]3)(=[O:3])[CH3:2].[CH3:29][O:30][CH2:31]OC.O=P12OP3(OP(OP(O3)(O1)=O)(=O)O2)=O>ClCCl>[C:1]([O:4][C@@:5]1([CH2:26][CH2:27][CH3:28])[CH2:10][CH2:9][C@H:8]2[C@H:11]3[C@H:21]([CH2:22][CH2:23][C@:6]12[CH3:7])[C@:19]1([CH3:20])[C@H:14]([CH2:15][C@@H:16]([O:25][CH2:29][O:30][CH3:31])[CH2:17][C@@H:18]1[CH3:24])[CH2:13][CH2:12]3)(=[O:3])[CH3:2]. Procedure: 400 mg of 17β-acetoxy-1α-methyl-17α-n-propyl-5α-androstan-3β-ol is combined in 2.8 ml of absolute dichloromethane and 1.8 ml of formaldehyde dimethylacetal with a mixture of 600 mg of kieselguhr W 20 and 300 mg of phosphorus pentoxide and stirred for 45 minutes at room temperature. The mixture is vacuumfiltered from the insoluble components and washed with dichloromethane containing 3-5% triethylamine. The crude product obtained after evaporation is chromatographed on silica gel, thus producing ...